From a dataset of the Open Reaction Database (ORD), a public repository of structured organic reaction records. describe an organic reaction: reactants, conditions, products, and yield The product is C1(=CC=CC=C1)C=1N=C(SC1)CCCN (3-(4-phenylthiazol-2-yl)propan-1-amine). Procedure: Triphenylphosphine (485 mg, 1.85 mmol) was added to a solution of 2-(3-azidopropyl)-4-phenylthiazole (0.3 g, 1.23 mmol) in THF—H2O (10 mL, 8:2 v/v) at 0° C. The reaction mixture was allowed to warm up to room temperature, stirred for 8 h and then concentrated under reduced pressure. The residue was diluted with 1.5N HCl and the aqueous layer was washed with CH2Cl2. The pH of the aqueous layer was adjusted to ˜8-9 using 10% NaOH solution and the organic product was extracted with CH2Cl2. The comb... Conditions: time 8 hour. As a reaction SMILES: C1(P(C2C=CC=CC=2)C2C=CC=CC=2)C=CC=CC=1.[N:20]([CH2:23][CH2:24][CH2:25][C:26]1[S:27][CH:28]=[C:29]([C:31]2[CH:36]=[CH:35][CH:34]=[CH:33][CH:32]=2)[N:30]=1)=[N+]=[N-]>C1COCC1.O>[C:31]1([C:29]2[N:30]=[C:26]([CH2:25][CH2:24][CH2:23][NH2:20])[S:27][CH:28]=2)[CH:32]=[CH:33][CH:34]=[CH:35][CH:36]=1 |f:2.3|. Solvent: C1CCOC1.O (THF H2O). The reactants are C1(=CC=CC=C1)P(C1=CC=CC=C1)C1=CC=CC=C1 (Triphenylphosphine), N(=[N+]=[N-])CCCC=1SC=C(N1)C1=CC=CC=C1 (2-(3-azidopropyl)-4-phenylthiazole). Yield: 89.4%.